Dataset: the Open Reaction Database (ORD), a public repository of structured organic reaction records. Task: describe an organic reaction: reactants, conditions, products, and yield The reactants are Cc1ccccc1S(N)(=O)=O, CCN=C=NCCCN(C)C, CN(C)c1ccncc1, ClCCl, Cl, O=C(O)c1ccc2c(ccn2Cc2cccc([N+](=O)[O-])c2)c1. Product: Cc1ccccc1S(=O)(=O)NC(=O)c1ccc2c(ccn2Cc2cccc([N+](=O)[O-])c2)c1. Reaction SMILES: [CH3:23][c:24]1[c:25]([S:30](=[O:31])(=[O:32])[NH2:33])[cH:26][cH:27][cH:28][cH:29]1.[CH3:35][N:36]([CH3:37])[CH2:38][CH2:39][CH2:40][N:41]=[C:42]=[N:43][CH2:44][CH3:45].[CH3:49][N:50]([CH3:51])[c:52]1[cH:53][cH:54][n:55][cH:56][cH:57]1.[Cl:46][CH2:47][Cl:48].[ClH:34].[N+:1](=[O:2])([O-:3])[c:4]1[cH:5][c:6]([CH2:7][n:8]2[cH:9][cH:10][c:11]3[cH:12][c:13]([C:17](=[O:18])[OH:19])[cH:14][cH:15][c:16]23)[cH:20][cH:21][cH:22]1>>[N+:1](=[O:2])([O-:3])[c:4]1[cH:5][c:6]([CH2:7][n:8]2[cH:9][cH:10][c:11]3[cH:12][c:13]([C:17](=[O:19])[NH:33][S:30]([c:25]4[c:24]([CH3:23])[cH:29][cH:28][cH:27][cH:26]4)(=[O:31])=[O:32])[cH:14][cH:15][c:16]23)[cH:20][cH:21][cH:22]1. The reactants are ClC1=NC2=CC=C(C=C2C(=C1C1=CC=CC=C1)Cl)C(O)(C1=CC=NC=C1)C1=CN=CN1C ((2,4-Dichloro-3-phenylquinolin-6-yl)(1-methyl-1H-imidazol-5-yl)(pyridin-4-yl)methanol), CN (MeNH2), FC(C(=O)O)(F)F (trifluoroacetic acid). Solvent: CN(C)C=O (DMF), CCO (EtOH). Reaction conditions: temperature 80 celsius. Product: ClC1=NC2=CC=C(C=C2C(=C1C1=CC=CC=C1)NC)C(O)(C1=CC=NC=C1)C1=CN=CN1C.C(=O)(C(F)(F)F)O ([2-Chloro-4-(methylamino)-3-phenylquinolin-6-yl](1-methyl-1H-imidazol-5-yl)pyridin-4-ylmethanol•TFA). RXN SMILES: [Cl:1][C:2]1[C:11]([C:12]2[CH:17]=[CH:16][CH:15]=[CH:14][CH:13]=2)=[C:10](Cl)[C:9]2[C:4](=[CH:5][CH:6]=[C:7]([C:19]([C:27]3[N:31]([CH3:32])[CH:30]=[N:29][CH:28]=3)([C:21]3[CH:26]=[CH:25][N:24]=[CH:23][CH:22]=3)[OH:20])[CH:8]=2)[N:3]=1.[CH3:33][NH2:34].[F:35][C:36]([F:41])([F:40])[C:37]([OH:39])=[O:38]>CCO.CN(C=O)C>[Cl:1][C:2]1[C:11]([C:12]2[CH:13]=[CH:14][CH:15]=[CH:16][CH:17]=2)=[C:10]([NH:34][CH3:33])[C:9]2[C:4](=[CH:5][CH:6]=[C:7]([C:19]([C:27]3[N:31]([CH3:32])[CH:30]=[N:29][CH:28]=3)([C:21]3[CH:26]=[CH:25][N:24]=[CH:23][CH:22]=3)[OH:20])[CH:8]=2)[N:3]=1.[C:37]([OH:39])([C:36]([F:41])([F:40])[F:35])=[O:38] |f:5.6|. Procedure details: A mixture of (2,4-dichloro-3-phenylquinolin-6-yl)(1-methyl-1H-imidazol-5-yl)pyridin-4-ylmethanol (28 mg, 0.0607 mmol, Example 16), 33% MeNH2 in EtOH (0.8 mL), and trifluoroacetic acid (0.050 mL, 0.653 mmol) was heated at 80° C. for 17 hours. After cooling to room temperature, the mixture was diluted with DMF and purified by reverse phase HPLC (water/acetonitrile/0.1% TFA) to give the title compound. 1H NMR (400 MHz, MeOH-d4) δ 9.08 (s, 1H), 8.74-8.83 (m, 2H), 8.49 (d, J=1.71 Hz, 1H), 7.98 (dt, J... The reactants are CN(C)CCC(Oc1cccc2ccccc12)c1cccs1, O=CO, Fc1cccc2ccccc12, [K], NC(=O)[O-], [Zn]. The product is CNCCC(Oc1cccc2ccccc12)c1cccs1. RXN SMILES: [CH3:13][N:14]([CH3:15])[CH2:16][CH2:17][CH:18]([c:19]1[s:20][cH:21][cH:22][cH:23]1)[O:24][c:25]1[cH:26][cH:27][cH:28][c:29]2[cH:30][cH:31][cH:32][cH:33][c:34]12.[CH:40]([OH:41])=[O:42].[F:1][c:2]1[c:3]2[c:4]([cH:5][cH:6][cH:7][cH:8]2)[cH:9][cH:10][cH:11]1.[K:12].[NH2:35][C:36](=[O:37])[O-:38].[Zn:39]>>[CH3:13][NH:14][CH2:16][CH2:17][CH:18]([c:19]1[s:20][cH:21][cH:22][cH:23]1)[O:24][c:25]1[cH:26][cH:27][cH:28][c:29]2[cH:30][cH:31][cH:32][cH:33][c:34]12.